This data is from the Open Reaction Database (ORD), a public repository of structured organic reaction records. The task is: describe an organic reaction: reactants, conditions, products, and yield Reactants: O=C(Cl)c1cccnc1, Nc1cnc(OC2CCC2)c(-c2ccc(Cl)cc2)n1, Cl. Yields the product O=C(Nc1cnc(OC2CCC2)c(-c2ccc(Cl)cc2)n1)c1cccnc1. RXN SMILES: [C:21]([c:22]1[cH:23][n:24][cH:25][cH:26][cH:27]1)(=[O:28])[Cl:29].[Cl:1][c:2]1[cH:3][cH:4][c:5](-[c:8]2[c:9]([O:15][CH:16]3[CH2:17][CH2:18][CH2:19]3)[n:10][cH:11][c:12]([NH2:14])[n:13]2)[cH:6][cH:7]1.[ClH:20]>>[Cl:1][c:2]1[cH:3][cH:4][c:5](-[c:8]2[c:9]([O:15][CH:16]3[CH2:17][CH2:18][CH2:19]3)[n:10][cH:11][c:12]([NH:14][C:21]([c:22]3[cH:23][n:24][cH:25][cH:26][cH:27]3)=[O:28])[n:13]2)[cH:6][cH:7]1. The reactants are C(C)(C)(C)C1=NOC(=N1)C=1C=CC(=NC1)NN (5-(3-tert-butyl-1,2,4-oxadiazol-5-yl)-2-hydrazinylpyridine), O=C1C(CSC1)C(=O)OC (methyl 4-oxotetrahydrothiophene-3-carboxylate). The product is C(C)(C)(C)C1=NOC(=N1)C=1C=CC(=NC1)N1NC2=C(C1=O)CSC2 (2-[5-(3-tert-butyl-1,2,4-oxadiazol-5-yl)pyridin-2-yl]-1,2,4,6-tetrahydro-3H-thieno[3,4-c]pyrazol-3-one). Yield: 36.4%. As a reaction SMILES: [C:1]([C:5]1[N:9]=[C:8]([C:10]2[CH:11]=[CH:12][C:13]([NH:16][NH2:17])=[N:14][CH:15]=2)[O:7][N:6]=1)([CH3:4])([CH3:3])[CH3:2].O=[C:19]1[CH2:23][S:22][CH2:21][CH:20]1[C:24](OC)=[O:25]>>[C:1]([C:5]1[N:9]=[C:8]([C:10]2[CH:11]=[CH:12][C:13]([N:16]3[C:24](=[O:25])[C:20]4[CH2:21][S:22][CH2:23][C:19]=4[NH:17]3)=[N:14][CH:15]=2)[O:7][N:6]=1)([CH3:4])([CH3:2])[CH3:3]. Procedure details: According to the process described in Example 1, starting with 0.6 g of 5-(3-tert-butyl-1,2,4-oxadiazol-5-yl)-2-hydrazinylpyridine and 0.41 g of methyl 4-oxotetrahydrothiophene-3-carboxylate, 0.32 g of 2-[5-(3-tert-butyl-1,2,4-oxadiazol-5-yl)pyridin-2-yl]-1,2,4,6-tetrahydro-3H-thieno[3,4-c]pyrazol-3-one is obtained in the form of a white solid. Starting materials: [Cl-].COC(CCCCC(=O)O)=O (Adipic acid monomethyl ester chloride), [Al](Cl)(Cl)Cl (aluminum chloride anhydrous), ClC1=CC=CC=C1 (chlorobenzene), ice water. Reaction conditions: time 2 hour. Product: ClC1=CC=C(C(=O)CCCCC(=O)OC)C=C1 (methyl 5-(4-chlorobenzoyl)pentanoate). Reaction SMILES: [Cl-].[CH3:2][O:3][C:4](=[O:12])[CH2:5][CH2:6][CH2:7][CH2:8][C:9]([OH:11])=O.[Al](Cl)(Cl)Cl.[Cl:17][C:18]1[CH:23]=[CH:22][CH:21]=[CH:20][CH:19]=1>>[Cl:17][C:18]1[CH:23]=[CH:22][C:21]([C:9]([CH2:8][CH2:7][CH2:6][CH2:5][C:4]([O:3][CH3:2])=[O:12])=[O:11])=[CH:20][CH:19]=1 |f:0.1|. Procedure details: Adipic acid monomethyl ester chloride (17.9 g) was added dropwise into a mixture of chlorobenzene(33.8 g) and aluminum chloride anhydrous(26.7 g) with cooling with ice. After stirring for 2 hours, the reaction mixture was poured into ice water, and extracted with ethyl acetate. The ethyl acetate layer was washed with water, and dried (MgSO4). The solvent was evaporated to give methyl 5-(4-chlorobenzoyl)pentanoate. This was dissolved into dichloromethane(100 ml), thereto bromine(16.0 g) was added... Starting materials: CNCC(=O)O, O=C=Nc1ccc(Cl)c(Cl)c1, [Na+], [OH-], O. The product is CN(CC(=O)O)C(=O)Nc1ccc(Cl)c(Cl)c1. RXN SMILES: [CH3:1][NH:2][CH2:3][C:4]([OH:5])=[O:6].[Cl:9][c:10]1[cH:11][c:12]([N:17]=[C:18]=[O:19])[cH:13][cH:14][c:15]1[Cl:16].[Na+:8].[OH-:7].[OH2:20]>>[CH3:1][N:2]([CH2:3][C:4]([OH:5])=[O:6])[C:18]([NH:17][c:12]1[cH:11][c:10]([Cl:9])[c:15]([Cl:16])[cH:14][cH:13]1)=[O:19]. The reactants are Esters, 18e, 18f, C(C(=O)O)(=O)O (oxalic acid), CN(CCC(C1=NC=CC=C1)C1=CC=C(C(=O)OCC)C=C1)C (Ethyl 4-[3-dimethylamino-1-(2-pyridyl)propyl]benzoate), Ethyl 4-(3-dimethylamino-1-(2-pyridyl)propyl)benzoate, oxalic acid salt. Solvent: C(C)O (ethanol), C(C)O (ethanol), C(C)O (ethanol). Product: CN(CCC(C1=NC=CC=C1)C1=CC=C(C(=O)O)C=C1)C (4-(3-dimethylamino-1-(2-pyridyl)propyl)benzoic acid). The yield is 99.5%. As a reaction SMILES: C(O)(=O)C(O)=O.[CH3:7][N:8]([CH3:29])[CH2:9][CH2:10][CH:11]([C:18]1[CH:28]=[CH:27][C:21]([C:22]([O:24]CC)=[O:23])=[CH:20][CH:19]=1)[C:12]1[CH:17]=[CH:16][CH:15]=[CH:14][N:13]=1>C(O)C>[CH3:29][N:8]([CH3:7])[CH2:9][CH2:10][CH:11]([C:18]1[CH:19]=[CH:20][C:21]([C:22]([OH:24])=[O:23])=[CH:27][CH:28]=1)[C:12]1[CH:17]=[CH:16][CH:15]=[CH:14][N:13]=1. Procedure: (+/−)-Brompheniramine 17 (obtained by neutralization of the maleate salt; 38 g, 120 mmol) was dissolved in dry THF under nitrogen and the solution was cooled in a dry ice/acetone bath. n-butyllithium (1.6 M, hexanes, 90 mL, 144 mmol) was added dropwise to the reaction mixture to give a red solution. After 2 h of stirring, carbon dioxide was bubbled into the solution as the bath slowly warmed to room temperature. The resulting mixture was stirred overnight and the reaction was quenched with water... Reactants: C(O)([O-])=O.[Na+] (sodium hydrogen carbonate), COC=1C=C2C(=CC=NC2=CC1OC)OC1=CC=C(C=C1)N (6,7-Dimethoxy-4-(4-aminophenoxy)quinoline), COCCCN (3-Methoxypropylamine), ClC(Cl)(OC(OC(Cl)(Cl)Cl)=O)Cl (triphosgene). Solvent: C1(=CC=CC=C1)C (toluene), C(C)N(CC)CC (triethylamine). The product is COCCCNC(=O)NC1=CC=C(C=C1)OC1=CC=NC2=CC(=C(C=C12)OC)OC (N-(3-Methoxypropyl)-N'-{4-[(6,7-dimethoxy-4-quinolyl)oxy]phenyl}urea). The yield is 72.0%. Reaction SMILES: [CH3:1][O:2][C:3]1[CH:4]=[C:5]2[C:10](=[CH:11][C:12]=1[O:13][CH3:14])[N:9]=[CH:8][CH:7]=[C:6]2[O:15][C:16]1[CH:21]=[CH:20][C:19]([NH2:22])=[CH:18][CH:17]=1.Cl[C:24](Cl)([O:26]C(=O)OC(Cl)(Cl)Cl)Cl.[CH3:35][O:36][CH2:37][CH2:38][CH2:39][NH2:40].C(=O)([O-])O.[Na+]>C1(C)C=CC=CC=1.C(N(CC)CC)C>[CH3:35][O:36][CH2:37][CH2:38][CH2:39][NH:40][C:24]([NH:22][C:19]1[CH:18]=[CH:17][C:16]([O:15][C:6]2[C:5]3[C:10](=[CH:11][C:12]([O:13][CH3:14])=[C:3]([O:2][CH3:1])[CH:4]=3)[N:9]=[CH:8][CH:7]=2)=[CH:21][CH:20]=1)=[O:26] |f:3.4|. Reported procedure: 6,7-Dimethoxy-4-(4-aminophenoxy)quinoline (51 mg) was dissolved in toluene (5 ml) with heat, after the addition of triethylamine (1 ml), triphosgene (54 mg.) was added, and the admixture was refluxed with heat for 2 minutes. 3-Methoxypropylamine (0.05 ml) was added to the reaction mixture, and the admixture was refluxed with heat for 12 minutes. After the addition of aqueous sodium hydrogen carbonate, the reaction mixture was extracted 2 times with ethyl acetate, and the organic layer was then w... Reactants: ClC1=CC(N(C(N1)=O)CCC)=O (6-chloro-3-propyluracil), C(CCC)Br (butyl bromide), C([O-])([O-])=O.[K+].[K+] (potassium carbonate), [I-].[K+] (potassium iodide). Solvent: CN(C=O)C (dimethylformamide). Conditions: time 23 hour. Product: ClC1=CC(N(C(N1CCCC)=O)CCC)=O (6-chloro-1-butyl-3-propyluracil). RXN SMILES: [Cl:1][C:2]1[NH:7][C:6](=[O:8])[N:5]([CH2:9][CH2:10][CH3:11])[C:4](=[O:12])[CH:3]=1.[CH2:13](Br)[CH2:14][CH2:15][CH3:16].C(=O)([O-])[O-].[K+].[K+].[I-].[K+]>CN(C)C=O>[Cl:1][C:2]1[N:7]([CH2:13][CH2:14][CH2:15][CH3:16])[C:6](=[O:8])[N:5]([CH2:9][CH2:10][CH3:11])[C:4](=[O:12])[CH:3]=1 |f:2.3.4,5.6|. Procedure details: A mixture of 7 g of 6-chloro-3-propyluracil, 10.28 g of butyl bromide, 10.28 g of potassium carbonate, 6 g of potassium iodide and 80 ml of dimethylformamide was stirred at room temperature for 23 hours. After the reaction solution was concentrated to dryness under reduced pressure, 300 ml each of chloroform and water were added to the residue, and the mixture was shaken. The chloroform layer was washed with water and then concentrated to dryness under reduced pressure to give 6-chloro-1-butyl-3... Reactants: Fc1ccc(Br)c(F)c1, O=C(CCl)CCl. The product is OC(CCl)(CCl)c1ccc(F)cc1F. RXN SMILES: [Br:1][c:2]1[c:3]([F:9])[cH:4][c:5]([F:8])[cH:6][cH:7]1.[Cl:10][CH2:11][C:12](=[O:13])[CH2:14][Cl:15]>>[c:2]1([C:12]([CH2:11][Cl:10])([OH:13])[CH2:14][Cl:15])[c:3]([F:9])[cH:4][c:5]([F:8])[cH:6][cH:7]1.